The task is: describe an organic reaction: reactants, conditions, products, and yield. This data is from the Open Reaction Database (ORD), a public repository of structured organic reaction records. Procedure details: As described at the beginning, the noncrystalline compound can be prepared from 6-cyano-2-methyl-8beta-ergoline-carboxylic acid methyl ester by reduction and alkylation with n-propyliodide in a 54% yield. The reactants are COC(=O)[C@H]1CN([C@@H]2CC3=C(NC4=CC=CC([C@H]2C1)=C34)C)C#N (6-cyano-2-methyl-8beta-ergoline-carboxylic acid methyl ester), C(CC)I (n-propyliodide). As a reaction SMILES: [CH3:1][O:2][C:3]([C@@H:5]1[CH2:19][C@H:18]2[C@@H:8]([CH2:9][C:10]3[C:20]4[C:13](=[CH:14][CH:15]=[CH:16][C:17]2=4)[NH:12][C:11]=3[CH3:21])[N:7]([C:22]#N)[CH2:6]1)=[O:4].[CH2:24](I)[CH2:25]C>>[CH3:1][O:2][C:3]([C@@H:5]1[CH2:19][C@H:18]2[C@@H:8]([CH2:9][C:10]3[C:20]4[C:13](=[CH:14][CH:15]=[CH:16][C:17]2=4)[NH:12][C:11]=3[CH3:21])[N:7]([CH2:22][CH2:24][CH3:25])[CH2:6]1)=[O:4]. Isolated yield 54.0%. Yields the product COC(=O)[C@H]1CN([C@@H]2CC3=C(NC4=CC=CC([C@H]2C1)=C34)C)CCC (2-methyl-6-n-propyl-8beta-ergoline-carboxylic acid methyl ester). Reactants: ClC1=CC=C(C=C1)CC(CC(=O)OCC)C#N (ethyl 4-(4-chlorophenyl)-3-cyanobutyrate). Reagents/catalysts: [Ni] (Raney's nickel). Run in C(C)O (ethanol), [H][H] (hydrogen). Yields the product ClC1=CC=C(CC2CC(NC2)=O)C=C1 (4-(4-chlorobenzyl)-2-pyrrolidinone). As a reaction SMILES: [Cl:1][C:2]1[CH:7]=[CH:6][C:5]([CH2:8][CH:9]([C:16]#[N:17])[CH2:10][C:11](OCC)=[O:12])=[CH:4][CH:3]=1>C(O)C.[H][H].[Ni]>[Cl:1][C:2]1[CH:7]=[CH:6][C:5]([CH2:8][CH:9]2[CH2:16][NH:17][C:11](=[O:12])[CH2:10]2)=[CH:4][CH:3]=1. Procedure: In 100 ml of ethanol was dissolved 5 g of ethyl 4-(4-chlorophenyl)-3-cyanobutyrate and, with 10 ml of Raney's nickel as the catalyst, reduction was carried out in hydrogen gas streams for 2 hours. The catalyst was removed by decanting and the solvent was distilled off under reduced pressure. The residue was dissolved in ethyl acetate, washed with water, 2% aqueous sodium hydroxide, water, 2% hydrochloric acid and water in the order mentioned, dehydrated and concentrated under reduced pressure. T... Reactants: C(C)(C)(C)OO (tertiary butyl hydroperoxide), C(C)(C)(C)OO (tertiary butyl hydroperoxide), C1CCCC2=CC(=CC=C12)C=O (1,2,3,4-Tetrahydro-6-naphthaldehyde), C(C)OCC (diethyl ether). Run in O (water), O (water), [OH-].[Na+] (sodium hydroxide). Run at temperature 70 celsius, time 3 day. The product is C1CCCC2=CC(=CC=C12)C(=O)O (1,2,3,4-tetrahydro-6-naphthoic acid). As a reaction SMILES: [CH2:1]1[C:10]2[C:5](=[CH:6][C:7]([CH:11]=[O:12])=[CH:8][CH:9]=2)[CH2:4][CH2:3][CH2:2]1.C([O:17]O)(C)(C)C.C(OCC)C>[OH-].[Na+].O>[CH2:1]1[C:10]2[C:5](=[CH:6][C:7]([C:11]([OH:17])=[O:12])=[CH:8][CH:9]=2)[CH2:4][CH2:3][CH2:2]1 |f:3.4|. Procedure: 1,2,3,4-Tetrahydro-6-naphthaldehyde (2.0 g) was suspended in 0.5M aqueous sodium hydroxide solution (125 ml), stirred vigorously and a 70% w/w solution of tertiary butyl hydroperoxide in water (10.3 ml) added. The mixture was heated at about 70° C. for 4 hours and then left to stand at room temperature for 3 days. A further quantity of a 70% w/w solution of tertiary butyl hydroperoxide in water (10 ml) was added and the mixture heated at about 70° C. for a further 24 hours. The mixture was coole... Reactants: Cl.O=C1N(CCC[C@@H]1NC(OCC1=CC=CC=C1)=O)C1CCNCC1 ((S)-benzyl 2-oxo-1,4′-bipiperidin-3-ylcarbamate hydrochloride), ClC1=NC=C(C=N1)CC (2-chloro-5-ethylpyrimidine), CCN(C(C)C)C(C)C (DIEA). Run in CN(C)C=O (DMF). Conditions: temperature 100 celsius. Yields the product C(C)C=1C=NC(=NC1)N1CCC(CC1)N1C([C@H](CCC1)NC(OCC1=CC=CC=C1)=O)=O ((S)-benzyl 1′-(5-ethylpyrimidin-2-yl)-2-oxo-1,4′-bipiperidin-3-ylcarbamate). Isolated yield 58.2%. RXN SMILES: Cl.[O:2]=[C:3]1[C@@H:8]([NH:9][C:10](=[O:19])[O:11][CH2:12][C:13]2[CH:18]=[CH:17][CH:16]=[CH:15][CH:14]=2)[CH2:7][CH2:6][CH2:5][N:4]1[CH:20]1[CH2:25][CH2:24][NH:23][CH2:22][CH2:21]1.Cl[C:27]1[N:32]=[CH:31][C:30]([CH2:33][CH3:34])=[CH:29][N:28]=1.CCN(C(C)C)C(C)C>CN(C=O)C>[CH2:33]([C:30]1[CH:29]=[N:28][C:27]([N:23]2[CH2:24][CH2:25][CH:20]([N:4]3[CH2:5][CH2:6][CH2:7][C@H:8]([NH:9][C:10](=[O:19])[O:11][CH2:12][C:13]4[CH:18]=[CH:17][CH:16]=[CH:15][CH:14]=4)[C:3]3=[O:2])[CH2:21][CH2:22]2)=[N:32][CH:31]=1)[CH3:34] |f:0.1|. Reported procedure: A flask was charged with (S)-benzyl 2-oxo-1,4′-bipiperidin-3-ylcarbamate hydrochloride (4.1 g, 11 mmol), 2-chloro-5-ethylpyrimidine (1.7 g, 12 mmol), DIEA (3.9 mL, 22 mmol), and DMF (30 mL). The reaction was heated to 100° C. overnight. The reaction was cooled to ambient temperature, concentrated and purified over silica gel (25-75% EtOAc in hexanes) to afford (S)-benzyl 1′-(5-ethylpyrimidin-2-yl)-2-oxo-1,4′-bipiperidin-3-ylcarbamate (2.8 g, 57% yield). Reactants: O=C(Cl)C1(c2ccc3c(c2)OC(F)(F)O3)CC1, Cc1cnc(N)nc1-c1cccc(C(=O)OC(C)(C)C)c1, c1ccncc1. Yields the product Cc1cnc(NC(=O)C2(c3ccc4c(c3)OC(F)(F)O4)CC2)nc1-c1cccc(C(=O)OC(C)(C)C)c1. RXN SMILES: [F:1][C:2]1([F:17])[O:3][c:4]2[c:5]([cH:7][cH:8][c:9]([C:11]3([C:14](=[O:15])[Cl:16])[CH2:12][CH2:13]3)[cH:10]2)[O:6]1.[NH2:18][c:19]1[n:20][cH:21][c:22]([CH3:38])[c:23](-[c:25]2[cH:26][c:27]([C:28](=[O:29])[O:30][C:31]([CH3:32])([CH3:33])[CH3:34])[cH:35][cH:36][cH:37]2)[n:24]1.[cH:39]1[cH:40][cH:41][n:42][cH:43][cH:44]1>>[F:1][C:2]1([F:17])[O:3][c:4]2[c:5]([cH:7][cH:8][c:9]([C:11]3([C:14](=[O:15])[NH:18][c:19]4[n:20][cH:21][c:22]([CH3:38])[c:23](-[c:25]5[cH:26][c:27]([C:28](=[O:29])[O:30][C:31]([CH3:32])([CH3:33])[CH3:34])[cH:35][cH:36][cH:37]5)[n:24]4)[CH2:12][CH2:13]3)[cH:10]2)[O:6]1. Reactants: CC(=NC#N)NC1c2cc(C#N)ccc2OC(C)(C)C1O, CS(=O)(=O)Cl, O, c1ccncc1. The product is CC(=NC#N)NC1c2cc(C#N)ccc2OC(C)(C)C1OS(C)(=O)=O. RXN SMILES: [C:1](#[N:2])[c:3]1[cH:4][c:5]2[c:6]([cH:20][cH:21]1)[O:7][C:8]([CH3:18])([CH3:19])[CH:9]([OH:17])[CH:10]2[NH:11][C:12]([CH3:13])=[N:14][C:15]#[N:16].[CH3:22][S:23]([Cl:24])(=[O:25])=[O:26].[OH2:27].[cH:28]1[cH:29][cH:30][n:31][cH:32][cH:33]1>>[C:1](#[N:2])[c:3]1[cH:4][c:5]2[c:6]([cH:20][cH:21]1)[O:7][C:8]([CH3:18])([CH3:19])[CH:9]([O:17][S:23]([CH3:22])(=[O:25])=[O:26])[CH:10]2[NH:11][C:12]([CH3:13])=[N:14][C:15]#[N:16].